Dataset: the Open Reaction Database (ORD), a public repository of structured organic reaction records. Task: describe an organic reaction: reactants, conditions, products, and yield Reactants: NC1=CC(=NO1)C(C)(C)C (5-amino-3-tert-butylisoxazole), BrN1C(CCC1=O)=O (N-bromosuccinimide). Yields the product NC1=C(C(=NO1)C(C)(C)C)Br (5-Amino-4-bromo-3-tert-butylisoxazole). The yield is 64.0%. RXN SMILES: [NH2:1][C:2]1[O:6][N:5]=[C:4]([C:7]([CH3:10])([CH3:9])[CH3:8])[CH:3]=1.[Br:11]N1C(=O)CCC1=O>>[NH2:1][C:2]1[O:6][N:5]=[C:4]([C:7]([CH3:10])([CH3:9])[CH3:8])[C:3]=1[Br:11]. Procedure details: 5-Amino-4-bromo-3-tert-butylisoxazole was prepared from 5-amino-3-tert-butylisoxazole and N-bromosuccinimide in 64% yield as described in Example 25a. The reactants are COc1ccc(P2(=S)SP(=S)(c3ccc(OC)cc3)S2)cc1, N#Cc1cc2c(cc1OCCCN1CCOCC1)NC(=O)CN=C2c1ccccc1Cl. Yields the product N#Cc1cc2c(cc1OCCCN1CCOCC1)NC(=S)CN=C2c1ccccc1Cl. Reaction SMILES: [CH3:32][O:33][c:34]1[cH:35][cH:36][c:37]([P:38]2(=[S:41])[S:39][P:40]([c:42]3[cH:43][cH:44][c:45]([O:46][CH3:47])[cH:48][cH:49]3)(=[S:50])[S:51]2)[cH:52][cH:53]1.[Cl:1][c:2]1[c:3]([C:8]2=[N:9][CH2:10][C:11](=[O:31])[NH:12][c:13]3[c:14]2[cH:15][c:16]([C:29]#[N:30])[c:17]([O:19][CH2:20][CH2:21][CH2:22][N:23]2[CH2:24][CH2:25][O:26][CH2:27][CH2:28]2)[cH:18]3)[cH:4][cH:5][cH:6][cH:7]1>>[Cl:1][c:2]1[c:3]([C:8]2=[N:9][CH2:10][C:11](=[S:41])[NH:12][c:13]3[c:14]2[cH:15][c:16]([C:29]#[N:30])[c:17]([O:19][CH2:20][CH2:21][CH2:22][N:23]2[CH2:24][CH2:25][O:26][CH2:27][CH2:28]2)[cH:18]3)[cH:4][cH:5][cH:6][cH:7]1. Reaction SMILES: [C:43](=[O:44])([OH:45])[O-:46].[CH3:1][c:2]1[c:3]([S:10](=[O:11])(=[O:12])[N:13]([CH2:14][c:15]2[c:16]([O:21][CH:22]3[CH2:23][CH2:24][CH2:25][CH2:26][O:27]3)[cH:17][cH:18][cH:19][cH:20]2)[c:28]2[cH:29][cH:30][c:31]([O:34][CH2:35][CH2:36][N:37]3[CH2:38][CH2:39][CH2:40][CH2:41]3)[cH:32][cH:33]2)[c:4]([CH3:9])[cH:5][c:6]([CH3:8])[cH:7]1.[CH3:48][CH2:49][OH:50].[ClH:42].[Na+:47]>>[CH3:1][c:2]1[c:3]([S:10](=[O:11])(=[O:12])[N:13]([CH2:14][c:15]2[c:16]([OH:21])[cH:17][cH:18][cH:19][cH:20]2)[c:28]2[cH:29][cH:30][c:31]([O:34][CH2:35][CH2:36][N:37]3[CH2:38][CH2:39][CH2:40][CH2:41]3)[cH:32][cH:33]2)[c:4]([CH3:9])[cH:5][c:6]([CH3:8])[cH:7]1. Reactants: O=C([O-])O, Cc1cc(C)c(S(=O)(=O)N(Cc2ccccc2OC2CCCCO2)c2ccc(OCCN3CCCC3)cc2)c(C)c1, CCO, Cl, [Na+]. Yields the product Cc1cc(C)c(S(=O)(=O)N(Cc2ccccc2O)c2ccc(OCCN3CCCC3)cc2)c(C)c1. Reactants: C(CCC)C=1OC2=C(C1)C=CC=C2 (2-n-butylbenzofuran), C(Cl)Cl (methylene chloride), stannic chloride, C(Cl)Cl (methylene chloride), COC1=CC=C(C=C1)S(=O)(=O)Cl (4-methoxybenzenesulfonyl chloride). Solvent: O (water). Run at time 1.5 hour. The product is C(CCC)C=1OC2=C(C1S(=O)(=O)C1=CC=C(C=C1)OC)C=CC=C2 (2-n-butyl-3-(4-methoxyphenylsulfonyl)benzofuran). RXN SMILES: [CH2:1]([C:5]1[O:6][C:7]2[CH:13]=[CH:12][CH:11]=[CH:10][C:8]=2[CH:9]=1)[CH2:2][CH2:3][CH3:4].C(Cl)Cl.[CH3:17][O:18][C:19]1[CH:24]=[CH:23][C:22]([S:25](Cl)(=[O:27])=[O:26])=[CH:21][CH:20]=1>O>[CH2:1]([C:5]1[O:6][C:7]2[CH:13]=[CH:12][CH:11]=[CH:10][C:8]=2[C:9]=1[S:25]([C:22]1[CH:21]=[CH:20][C:19]([O:18][CH3:17])=[CH:24][CH:23]=1)(=[O:27])=[O:26])[CH2:2][CH2:3][CH3:4]. Reported procedure: To a solution of 4.35 g. (0.025 mol.) of 2-n-butylbenzofuran in 25 ml. of methylene chloride was added a solution of 5.16 g. (0.025 mol.) of 4-methoxybenzenesulfonyl chloride in 50 ml. of methylene chloride. The resulting solution was cooled to 0° and 6.9 g. (0.026 mol.) of stannic chloride was added dropwise. The reaction mixture was stirred for 30 minutes in the cold, for 1.5 hours at ambient temperature, then refluxed for ca. 60 hours. The mixture was poured into 200 ml. of water and stirred ... Reactants: N1(CCOCC1)C(C1CCC(CC1)=NO)C1=CC=CC=C1 (4-(morpholin-4-yl-phenylmethyl)cyclohexanone oxime), [H-].[Al+3].[Li+].[H-].[H-].[H-] (lithium aluminium hydride), O (water), [OH-].[Na+] (sodium hydroxide). Solvent: O1CCCC1 (tetrahydrofuran), O1CCCC1 (tetrahydrofuran). Run at time 4 hour. Product: N1(CCOCC1)C(C1CCC(CC1)N)C1=CC=CC=C1 (4-(Morpholin-4-yl-phenylmethyl)cyclohexylamine). As a reaction SMILES: [N:1]1([CH:7]([C:16]2[CH:21]=[CH:20][CH:19]=[CH:18][CH:17]=2)[CH:8]2[CH2:13][CH2:12][C:11](=[N:14]O)[CH2:10][CH2:9]2)[CH2:6][CH2:5][O:4][CH2:3][CH2:2]1.[H-].[Al+3].[Li+].[H-].[H-].[H-].O.[OH-].[Na+]>O1CCCC1>[N:1]1([CH:7]([C:16]2[CH:17]=[CH:18][CH:19]=[CH:20][CH:21]=2)[CH:8]2[CH2:9][CH2:10][CH:11]([NH2:14])[CH2:12][CH2:13]2)[CH2:6][CH2:5][O:4][CH2:3][CH2:2]1 |f:1.2.3.4.5.6,8.9|. Procedure: A solution of 4-(morpholin-4-yl-phenylmethyl)cyclohexanone oxime (1.20 g, 4.16 mmol) in absolute tetrahydrofuran (12 ml) was added dropwise at 60° C., under argon, to a suspension of lithium aluminium hydride (316 mg, 8.32 mmol) in absolute tetrahydrofuran (40 ml), and stirring was carried out for 4 h at that temperature. After cooling, water (1.5 ml) and 4 N sodium hydroxide solution (0.4 ml) were added dropwise. The suspension was filtered, and the filtrate was dried over sodium sulfate and co... The reactants are ClC1=CC(=C(C=C1)N1CCNCC1)OCC(F)(F)F (1-[4-chloro-2-(2,2,2-trifluoroethoxy)phenyl]piperazine), ClCCCN1C(NC(C(=C1)C)=O)=O (1-(3-chloropropyl)-5-methyl-2,4(1H,3H)-pyrimidinedione). Product: Cl.ClC1=CC(=C(C=C1)N1CCN(CC1)CCCN1C(NC(C(=C1)C)=O)=O)OCC(F)(F)F (1-(3-{4-[4-chloro-2-(2,2,2-trifluoroethoxy)phenyl]piperazin-1-yl}propyl)-5-methyl-2,4(1H,3H)-pyrimidinedione hydrochloride). As a reaction SMILES: [Cl:1][C:2]1[CH:7]=[CH:6][C:5]([N:8]2[CH2:13][CH2:12][NH:11][CH2:10][CH2:9]2)=[C:4]([O:14][CH2:15][C:16]([F:19])([F:18])[F:17])[CH:3]=1.Cl[CH2:21][CH2:22][CH2:23][N:24]1[CH:29]=[C:28]([CH3:30])[C:27](=[O:31])[NH:26][C:25]1=[O:32]>>[ClH:1].[Cl:1][C:2]1[CH:7]=[CH:6][C:5]([N:8]2[CH2:13][CH2:12][N:11]([CH2:21][CH2:22][CH2:23][N:24]3[CH:29]=[C:28]([CH3:30])[C:27](=[O:31])[NH:26][C:25]3=[O:32])[CH2:10][CH2:9]2)=[C:4]([O:14][CH2:15][C:16]([F:18])([F:17])[F:19])[CH:3]=1 |f:2.3|. Procedure details: substituting 1-[4-chloro-2-(2,2,2-trifluoroethoxy)phenyl]piperazine and 1-(3-chloropropyl)-5-methyl-2,4(1H,3H)-pyrimidinedione gave 1-(3-{4-[4-chloro-2-(2,2,2-trifluoroethoxy)phenyl]piperazin-1-yl}propyl)-5-methyl-2,4(1H,3H)-pyrimidinedione hydrochloride, m.p. 205°-206° C.; Anal.: Calcd. for C20H24ClF3N4O3.(HCl)2 : C, 43.53; H, 5.10; N, 10.15%; Found: C, 43.77; H, 5.10; N, 10.13%; Reactants: CCCCCCCCCCCC(=O)NCCCN(C)C, CCOCC, CCCCCC, CC(C)=CCCC(C)=CCOC(=O)CCl, O=C([O-])CCl. Product: CCCCCCCCCCCC(=O)NCCC[N+](C)(C)CC(=O)OCC=C(C)CCC=C(C)C, [Cl-]. RXN SMILES: [C:1]([CH2:2][CH2:3][CH2:4][CH2:5][CH2:6][CH2:7][CH2:8][CH2:9][CH2:10][CH2:11][CH3:12])(=[O:13])[NH:14][CH2:15][CH2:16][CH2:17][N:18]([CH3:19])[CH3:20].[CH3:21][CH2:22][O:23][CH2:24][CH3:25].[CH3:46][CH2:47][CH2:48][CH2:49][CH2:50][CH3:51].[Cl:26][CH2:27][C:28](=[O:29])[O:30][CH2:31][CH:32]=[C:33]([CH3:34])[CH2:35][CH2:36][CH:37]=[C:38]([CH3:39])[CH3:40].[O-:41][C:42]([CH2:43][Cl:44])=[O:45]>>[C:1]([CH2:2][CH2:3][CH2:4][CH2:5][CH2:6][CH2:7][CH2:8][CH2:9][CH2:10][CH2:11][CH3:12])(=[O:13])[NH:14][CH2:15][CH2:16][CH2:17][N+:18]([CH3:19])([CH3:20])[CH2:27][C:28](=[O:29])[O:30][CH2:31][CH:32]=[C:33]([CH3:34])[CH2:35][CH2:36][CH:37]=[C:38]([CH3:39])[CH3:40].[Cl-:26]. Starting materials: C(C)(=O)OCC (ethyl acetate), NC1=CC(=C(C=C1)N1CCC(C=C1)=O)F (1-(4-Amino-2-fluoro-phenyl)-2,3-dihydro-1H-pyridin-4-one), N1=CC=CC=C1 (pyridine), ClC(=O)OCC(C)C (isobutyl chloroformate). Solvent: ClCCl (dichloromethane). Reaction conditions: time 90 minute. The product is FC=1C=C(C=CC1N1CCC(C=C1)=O)NC(OCC(C)C)=O (isobutyl 3-fluoro-4-(4-oxo-3,4-dihydropyridin-1(2H)-yl)phenylcarbamate). The yield is 72.6%. As a reaction SMILES: [NH2:1][C:2]1[CH:7]=[CH:6][C:5]([N:8]2[CH:13]=[CH:12][C:11](=[O:14])[CH2:10][CH2:9]2)=[C:4]([F:15])[CH:3]=1.N1C=CC=CC=1.Cl[C:23]([O:25][CH2:26][CH:27]([CH3:29])[CH3:28])=[O:24].C(OCC)(=O)C>ClCCl>[F:15][C:4]1[CH:3]=[C:2]([NH:1][C:23](=[O:24])[O:25][CH2:26][CH:27]([CH3:29])[CH3:28])[CH:7]=[CH:6][C:5]=1[N:8]1[CH:9]=[CH:10][C:11](=[O:14])[CH2:12][CH2:13]1. Procedure details: To a cold (0° C.) stirring solution of the aniline from step 4 (62.0 g, 300.7 mmol) and pyridine (29.1 ml, 360.8 mmol) in dichloromethane (1095 ml) is added isobutyl chloroformate (42.9 ml, 330.7 mmol), and the mixture is stirred at ambient temperature for 90 min. Upon completion of the reaction the solvent is removed in vacuo, and the residual material is redissolved in dichloromethane (800 ml) and ethyl acetate (1100 ml). The mixture is washed with 10% aqueous HCl (1100 ml), and aqueous layer ...